describe an organic reaction: reactants, conditions, products, and yield From a dataset of the Open Reaction Database (ORD), a public repository of structured organic reaction records. Starting materials: CC1(NC2=CC=C(C=C2C=C1)C(C(=O)OC)C)C (methyl 2-(1,2-dihydro-2,2-dimethylquinolin-6-yl)propionate), CC1(NC2=CC=C(C=C2C=C1)C(C(=O)OC)C)C (methyl 2-(1,2-dihydro-2,2-dimethylquinolin-6-yl)propionate), CC(=O)C (acetone), C([O-])([O-])=O.[K+].[K+] (potassium carbonate), CI (methyl iodide). Run in CCOCC (ether). Product: CN1C(C=CC2=CC(=CC=C12)C(C(=O)OC)C)(C)C (methyl 2-(1,2-dihydro-1,2,2-trimethylquinolin-6-yl)propionate). RXN SMILES: [CH3:1][C:2]1([CH3:18])[CH:11]=[CH:10][C:9]2[C:4](=[CH:5][CH:6]=[C:7]([CH:12]([CH3:17])[C:13]([O:15][CH3:16])=[O:14])[CH:8]=2)[NH:3]1.[CH3:19]C(C)=O.C(=O)([O-])[O-].[K+].[K+].CI>CCOCC>[CH3:19][N:3]1[C:4]2[C:9](=[CH:8][C:7]([CH:12]([CH3:17])[C:13]([O:15][CH3:16])=[O:14])=[CH:6][CH:5]=2)[CH:10]=[CH:11][C:2]1([CH3:18])[CH3:1] |f:2.3.4|. Procedure details: 1.9 g of methyl 2-(1,2-dihydo-2,2-dimethylquinolin-6-yl)propionate (Compound 7) were added to 40 ml of acetone. 2.0 g of potassium carbonate and 2.0 ml of methyl iodide were added to the solution, and the mixture was heated and refluxed for 17 hours. After the mixture was cooled, the mixture was diluted with ether. Then the precipitate was filtered off, and the solvent was distilled off to give 1.9 g of methyl 2-(1,2-dihydro-1,2,2-trimethylquinolin-6-yl)propionate (Compound 16). Reactants: C(C)(C)N1N=C(N=C1C=1N=C2N(CCOC3=C2C=CC(=C3)/C=C/C(=O)OC)C1)C ((E)-methyl 3-(2-(1-isopropyl-3-methyl-1H-1,2,4-triazol-5-yl)-5,6-dihydrobenzo[f]imidazo[1,2-d][1,4]oxazepin-9-yl)acrylate). Reagents/catalysts: [Pd] (Pd—C). Solvent: C1CCOC1.C(C)O (THF ethanol). Product: C(C)(C)N1N=C(N=C1C=1N=C2N(CCOC3=C2C=CC(=C3)CCC(=O)OC)C1)C (Methyl 3-(2-(1-isopropyl-3-methyl-1H-1,2,4-triazol-5-yl)-5,6-dihydrobenzo[f]imidazo[1,2-d][1,4]oxazepin-9-yl)propanoate). RXN SMILES: [CH:1]([N:4]1[C:8]([C:9]2[N:10]=[C:11]3[C:17]4[CH:18]=[CH:19][C:20](/[CH:22]=[CH:23]/[C:24]([O:26][CH3:27])=[O:25])=[CH:21][C:16]=4[O:15][CH2:14][CH2:13][N:12]3[CH:28]=2)=[N:7][C:6]([CH3:29])=[N:5]1)([CH3:3])[CH3:2]>C1COCC1.C(O)C.[Pd]>[CH:1]([N:4]1[C:8]([C:9]2[N:10]=[C:11]3[C:17]4[CH:18]=[CH:19][C:20]([CH2:22][CH2:23][C:24]([O:26][CH3:27])=[O:25])=[CH:21][C:16]=4[O:15][CH2:14][CH2:13][N:12]3[CH:28]=2)=[N:7][C:6]([CH3:29])=[N:5]1)([CH3:2])[CH3:3] |f:1.2|. Procedure details: A solution of 0.11 g (0.28 mmol) of (E)-methyl 3-(2-(1-isopropyl-3-methyl-1H-1,2,4-triazol-5-yl)-5,6-dihydrobenzo[f]imidazo[1,2-d][1,4]oxazepin-9-yl)acrylate in 5 ml of THF/ethanol mixture was subjected to hydrogenation over 100 mg of 10% Pd—C for 4 hours. The mixture was filtered through celite; the filtrate was concentrated in vacuum to give Methyl 3-(2-(1-isopropyl-3-methyl-1H-1,2,4-triazol-5-yl)-5,6-dihydrobenzo[f]imidazo[1,2-d][1,4]oxazepin-9-yl)propanoate. Yield 96 mg. M/z 396.2, calc. 395...